From a dataset of the Open Reaction Database (ORD), a public repository of structured organic reaction records. describe an organic reaction: reactants, conditions, products, and yield Reactants: O=C([O-])[O-], CCc1nc2ccccc2[nH]1, CC(C)(CO)N1CCN(C(=O)Cc2nc3c(N4CCOCC4)nc(Cl)nc3s2)CC1, [Cs+], [Cs+], C1COCCO1, O=C(C=Cc1ccccc1)C=Cc1ccccc1, O=C(C=Cc1ccccc1)C=Cc1ccccc1, O=C(C=Cc1ccccc1)C=Cc1ccccc1, [Pd], [Pd]. Yields the product CCc1nc2ccccc2n1-c1nc(N2CCOCC2)c2nc(CC(=O)N3CCN(C(C)(C)CO)CC3)sc2n1. Reaction SMILES: [C:42](=[O:43])([O-:44])[O-:45].[CH2:31]([CH3:32])[c:33]1[nH:34][c:35]2[c:36]([n:37]1)[cH:38][cH:39][cH:40][cH:41]2.[Cl:1][c:2]1[n:3][c:4]([N:25]2[CH2:26][CH2:27][O:28][CH2:29][CH2:30]2)[c:5]2[c:6]([n:7]1)[s:8][c:9]([CH2:11][C:12](=[O:13])[N:14]1[CH2:15][CH2:16][N:17]([C:20]([CH2:21][OH:22])([CH3:23])[CH3:24])[CH2:18][CH2:19]1)[n:10]2.[Cs+:46].[Cs+:47].[O:48]1[CH2:49][CH2:50][O:51][CH2:52][CH2:53]1.[O:56]=[C:57]([CH:58]=[CH:59][c:60]1[cH:61][cH:62][cH:63][cH:64][cH:65]1)[CH:66]=[CH:67][c:68]1[cH:69][cH:70][cH:71][cH:72][cH:73]1.[O:74]=[C:75]([CH:76]=[CH:77][c:78]1[cH:79][cH:80][cH:81][cH:82][cH:83]1)[CH:84]=[CH:85][c:86]1[cH:87][cH:88][cH:89][cH:90][cH:91]1.[O:92]=[C:93]([CH:94]=[CH:95][c:96]1[cH:97][cH:98][cH:99][cH:100][cH:101]1)[CH:102]=[CH:103][c:104]1[cH:105][cH:106][cH:107][cH:108][cH:109]1.[Pd:54].[Pd:55]>>[c:2]1(-[n:34]2[c:33]([CH2:31][CH3:32])[n:37][c:36]3[c:35]2[cH:41][cH:40][cH:39][cH:38]3)[n:3][c:4]([N:25]2[CH2:26][CH2:27][O:28][CH2:29][CH2:30]2)[c:5]2[c:6]([n:7]1)[s:8][c:9]([CH2:11][C:12](=[O:13])[N:14]1[CH2:15][CH2:16][N:17]([C:20]([CH2:21][OH:22])([CH3:23])[CH3:24])[CH2:18][CH2:19]1)[n:10]2. Starting materials: C12C3C(CCCC3C(C=C1)CC2)=O (tricyclo[6.2.2.02,7 ]dodec-9-en-3-one). The reagents and catalysts are [Pd] (Pd/C). Solvent: CO (methanol). Reaction conditions: time 1 hour. The product is C12C3C(CCCC3C(CC1)CC2)=O (TRICYCLO[6.2.2.02,7 ]DODECAN-3-ONE). The yield is 86.0%. Reaction SMILES: [CH:1]12[CH2:12][CH2:11][CH:8]([CH:9]=[CH:10]1)[CH:7]1[CH:2]2[C:3](=[O:13])[CH2:4][CH2:5][CH2:6]1>[Pd].CO>[CH:1]12[CH2:12][CH2:11][CH:8]([CH2:9][CH2:10]1)[CH:7]1[CH:2]2[C:3](=[O:13])[CH2:4][CH2:5][CH2:6]1. Reported procedure: In a single-neck 100 ml flask, tricyclo[6.2.2.02,7 ]dodec-9-en-3-one (10 g, 56.81 mmole) was admixed with methanol (20 ml). There was then added 5% Pd/C (0.1 g) and the catalytic hydrogenation was carried out at atmospheric pressure during 1 h (stirring: 2000/rot/min). After filtration, concentration and bulb-to-bulb distillation (B.p. 120°/5hPa), 8.7 g (48.87 mmole) of the desired dodecanone were obtained (yield 86%). Starting materials: C1CCOC1, CCOC(=O)CCCOc1ccc(Cl)cc1Cl, [Li+], [OH-], O, O. Product: O=C(O)CCCOc1ccc(Cl)cc1Cl. Reaction SMILES: [CH2:21]1[O:22][CH2:23][CH2:24][CH2:25]1.[Cl:1][c:2]1[c:3]([O:4][CH2:5][CH2:6][CH2:7][C:8](=[O:9])[O:10][CH2:11][CH3:12])[cH:13][cH:14][c:15]([Cl:17])[cH:16]1.[Li+:19].[OH-:18].[OH2:20].[OH2:26]>>[Cl:1][c:2]1[c:3]([O:4][CH2:5][CH2:6][CH2:7][C:8](=[O:9])[OH:10])[cH:13][cH:14][c:15]([Cl:17])[cH:16]1. Reactants: OC(C)C1[C@@H]2N(C(C(CS2)=C)C(=O)OC(C2=CC=CC=C2)C2=CC=CC=C2)C1=O (Benzhydryl 7-(1-hydroxyethyl)-3-methylene-cepham-4-carboxylate), CSC (dimethyl sulfide), C(Cl)Cl (CH2Cl2), O=[O+][O-] (ozone). Run in O=O (oxygen). Run at time 20 minute. Yields the product OC(C)C1[C@@H]2N(C(=C(CS2)O)C(=O)OC(C2=CC=CC=C2)C2=CC=CC=C2)C1=O (benzhydryl 7-(1-hydroxyethyl)-3-hydroxy-3-cephem-4carboxylate). Reaction SMILES: [OH:1][CH:2]([CH:4]1[C:28](=[O:29])[N:6]2[CH:7]([C:12]([O:14][CH:15]([C:22]3[CH:27]=[CH:26][CH:25]=[CH:24][CH:23]=3)[C:16]3[CH:21]=[CH:20][CH:19]=[CH:18][CH:17]=3)=[O:13])[C:8](=C)[CH2:9][S:10][C@H:5]12)[CH3:3].C(Cl)Cl.[O:33]=[O+][O-].CSC>O=O>[OH:1][CH:2]([CH:4]1[C:28](=[O:29])[N:6]2[C:7]([C:12]([O:14][CH:15]([C:22]3[CH:23]=[CH:24][CH:25]=[CH:26][CH:27]=3)[C:16]3[CH:17]=[CH:18][CH:19]=[CH:20][CH:21]=3)=[O:13])=[C:8]([OH:33])[CH2:9][S:10][C@H:5]12)[CH3:3]. Procedure: Benzhydryl 7-(1-hydroxyethyl)-3-methylene-cepham-4-carboxylate (4.6 g.) is dissolved in 500 ml. of CH2Cl2, cooled to -78° and treated with a stream of ozone in oxygen until a blue color persists in the reaction mixture. After 1 minute at -78° the reaction mixture is treated with 5 ml. of dimethyl sulfide and the reaction mixture is allowed to stand at -78° for 20 min. followed by 1 hour at 25° C. The solvent is removed under reduced pressure to give the crude benzhydryl 7-(1-hydroxyethyl)-3-hydr...